From a dataset of the Open Reaction Database (ORD), a public repository of structured organic reaction records. describe an organic reaction: reactants, conditions, products, and yield The reactants are CO, COC(=O)c1nc(N)cnc1OC, N. The product is COc1ncc(N)nc1C(N)=O. Reaction SMILES: [CH3:15][OH:16].[NH2:1][c:2]1[cH:3][n:4][c:5]([O:12][CH3:13])[c:6]([C:8](=[O:9])[O:10][CH3:11])[n:7]1.[NH3:14]>>[NH2:1][c:2]1[cH:3][n:4][c:5]([O:12][CH3:13])[c:6]([C:8](=[O:9])[NH2:14])[n:7]1. Starting materials: COc1nc(OC)nc([N+]2(C)CCOCC2)n1, CO, [Cl-], CC(C)(C)OC(=O)N1CCOC(c2ccc(N)cc2)C1, O=C(O)c1cc[nH]n1. Product: CC(C)(C)OC(=O)N1CCOC(c2ccc(NC(=O)c3cc[nH]n3)cc2)C1. Reaction SMILES: [CH3:30][O:31][c:32]1[n:33][c:34]([O:35][CH3:36])[n:37][c:38]([N+:39]2([CH3:40])[CH2:41][CH2:42][O:43][CH2:44][CH2:45]2)[n:46]1.[CH3:47][OH:48].[Cl-:29].[NH2:9][c:10]1[cH:11][cH:12][c:13]([CH:16]2[O:17][CH2:18][CH2:19][N:20]([C:22](=[O:23])[O:24][C:25]([CH3:26])([CH3:27])[CH3:28])[CH2:21]2)[cH:14][cH:15]1.[nH:1]1[n:2][c:3]([C:6](=[O:7])[OH:8])[cH:4][cH:5]1>>[nH:1]1[n:2][c:3]([C:6](=[O:8])[NH:9][c:10]2[cH:11][cH:12][c:13]([CH:16]3[O:17][CH2:18][CH2:19][N:20]([C:22](=[O:23])[O:24][C:25]([CH3:26])([CH3:27])[CH3:28])[CH2:21]3)[cH:14][cH:15]2)[cH:4][cH:5]1. Reactants: C(C)(C)(C)OCC1OC1 (2-tert-butoxymethyl-oxirane), FCC1=CC(OC1)=O (4-fluoromethyl-5H-furan-2-one), F.[F-].[K+] (potassium hydrogendifluoride). Product: C(C)(C)(C)OCC(CF)O (1-tert-butoxy-3-fluoro-propan-2-ol). RXN SMILES: [C:1]([O:5][CH2:6][CH:7]1[CH2:9][O:8]1)([CH3:4])([CH3:3])[CH3:2].[F:10]CC1COC(=O)C=1.F.[F-].[K+]>>[C:1]([O:5][CH2:6][CH:7]([OH:8])[CH2:9][F:10])([CH3:4])([CH3:3])[CH3:2] |f:2.3.4|. Reported procedure: Starting from 2-tert-butoxymethyl-oxirane (5), 4-fluoromethyl-5H-furan-2-one can be prepared according to the method described in scheme 2. In the first step, the oxirane ring is opened with potassium hydrogendifluoride to form 1-tert-butoxy-3-fluoro-propan-2-ol (6) which is then oxidized to the corresponding ketone (7). The oxidation can be carried out according to known methods such as e.g. with sodium hypochlorite in the presence of a catalyst such as 2,2,6,6-tetramethyl-1-piperidinyloxy radi... Starting materials: ClC1=CC=C(C=C1)N=C=S (4-chlorophenyl isothiocyanate), N (ammonia). The solvent is CCOCC (ether). Conditions: time 18 hour. The product is ClC1=CC=C(C=C1)NC(=S)N (N-(4-chlorophenyl)thiourea). As a reaction SMILES: [Cl:1][C:2]1[CH:7]=[CH:6][C:5]([N:8]=[C:9]=[S:10])=[CH:4][CH:3]=1.[NH3:11]>CCOCC>[Cl:1][C:2]1[CH:7]=[CH:6][C:5]([NH:8][C:9]([NH2:11])=[S:10])=[CH:4][CH:3]=1. Procedure details: A stirred solution of 4-chlorophenyl isothiocyanate (10.0 g, 0.077 mol) in 100 ml ether was saturated with ammonia gas for five minutes. The reaction mixture was then stirred for 18 hr. The white solid which precipitated was collected by filtration and yielded 6.3 g of N-(4-chlorophenyl)thiourea, M.P. 147-148° C.